Dataset: the Open Reaction Database (ORD), a public repository of structured organic reaction records. Task: describe an organic reaction: reactants, conditions, products, and yield Reactants: C(=O)([O-])[O-].[K+].[K+] (K2CO3), C(C1=CC=CC=C1)Br (benzylbromide), C(=O)(OC(C)(C)C)N1C=NC2=C1C=CC(=C2)NCC2=CC=C(C=C2)OC (N1-Boc-N-(4-methoxybenzyl)benzimidazol-5-amine). Run in O (water), CN(C)C=O (DMF). Conditions: time 24 hour. Yields the product COC1=CC=C(CN(C2=CC3=C(N=CN3)C=C2)CC2=CC=CC=C2)C=C1 (N-(4-Methoxybenzyl)-N-benzyl-3H-benzo[d]imidazol-5-amine). RXN SMILES: C([N:8]1[C:12]2[CH:13]=[CH:14][C:15]([NH:17][CH2:18][C:19]3[CH:24]=[CH:23][C:22]([O:25][CH3:26])=[CH:21][CH:20]=3)=[CH:16][C:11]=2[N:10]=[CH:9]1)(OC(C)(C)C)=O.C([O-])([O-])=O.[K+].[K+].[CH2:33](Br)[C:34]1[CH:39]=[CH:38][CH:37]=[CH:36][CH:35]=1>CN(C=O)C.O>[CH3:26][O:25][C:22]1[CH:21]=[CH:20][C:19]([CH2:18][N:17]([CH2:33][C:34]2[CH:39]=[CH:38][CH:37]=[CH:36][CH:35]=2)[C:15]2[CH:14]=[CH:13][C:12]3[N:8]=[CH:9][NH:10][C:11]=3[CH:16]=2)=[CH:24][CH:23]=1 |f:1.2.3|. Procedure: N1-Boc-N-(4-methoxybenzyl)benzimidazol-5-amine (353 mg; 1 mmol; 1 eq.) was dissolved in DMF (5 ml), treated with K2CO3 (166 mg; 1.2 mmol; 1.2 eq.) and benzylbromide (0.143 ml; 1.2 mmol; 1.2 eq.) and stirred at room temperature for 24 h. The mixture was diluted with water and extracted with ethyl acetate (3×25 ml). The combined organic layers were dried over Na2SO4 and evaporated. The remains were taken up with THF (5 ml), treated with 5 N NaOCH3 and stirred for 2 h at room temperature. The mixtu... Starting materials: C1CCOC1, C[Si](C)(C)[N-][Si](C)(C)C, CCOC(C)=O, Cc1ccnc(Cl)n1, Cl, COC(=O)c1cccc(NS(=O)(=O)c2c(F)cccc2F)c1F, [Li+]. Product: O=C(Cc1ccnc(Cl)n1)c1cccc(NS(=O)(=O)c2c(F)cccc2F)c1F. Reaction SMILES: [CH2:43]1[O:44][CH2:45][CH2:46][CH2:47]1.[CH3:25][Si:26]([N-:27][Si:28]([CH3:29])([CH3:30])[CH3:31])([CH3:32])[CH3:33].[CH3:48][CH2:49][O:50][C:51]([CH3:52])=[O:53].[Cl:34][c:35]1[n:36][cH:37][cH:38][c:39]([CH3:41])[n:40]1.[ClH:42].[F:1][c:2]1[c:3]([S:9](=[O:10])(=[O:11])[NH:12][c:13]2[c:14]([F:23])[c:15]([C:16](=[O:17])[O:18][CH3:19])[cH:20][cH:21][cH:22]2)[c:4]([F:8])[cH:5][cH:6][cH:7]1.[Li+:24]>>[F:1][c:2]1[c:3]([S:9](=[O:10])(=[O:11])[NH:12][c:13]2[c:14]([F:23])[c:15]([C:16](=[O:17])[CH2:41][c:39]3[cH:38][cH:37][n:36][c:35]([Cl:34])[n:40]3)[cH:20][cH:21][cH:22]2)[c:4]([F:8])[cH:5][cH:6][cH:7]1. The reactants are C(C)(C)(C)C=1C=C2CC(NC(C2=CC1)=O)=O (6-tert-butylisoquinoline-1,3(2H,4H)-dione), C(OC)(OC)OC (trimethyl orthoformate). Run in C(C)(=O)O (acetic acid). Reaction conditions: temperature 90 celsius. Yields the product C(C)(C)(C)C=1C=C2\C(\C(NC(C2=CC1)=O)=O)=C/OC ((4E)-6-tert-butyl-4-(methoxymethylene)isoquinoline-1,3(2H,4H)-dione). Yield: 79.0%. RXN SMILES: [C:1]([C:5]1[CH:6]=[C:7]2[C:12](=[CH:13][CH:14]=1)[C:11](=[O:15])[NH:10][C:9](=[O:16])[CH2:8]2)([CH3:4])([CH3:3])[CH3:2].[CH:17](OC)(OC)[O:18][CH3:19]>C(O)(=O)C>[C:1]([C:5]1[CH:6]=[C:7]2[C:12](=[CH:13][CH:14]=1)[C:11](=[O:15])[NH:10][C:9](=[O:16])/[C:8]/2=[CH:17]/[O:18][CH3:19])([CH3:4])([CH3:2])[CH3:3]. Procedure details: An amount 200 mg (0.92 mmol) of 6-tert-butylisoquinoline-1,3(2H,4H)-dione is dissolved in acetic acid 1.0 mL followed by addition of trimethyl orthoformate (25 uL, 2.3 mmol). After, the mixture is heated at 90° C. for 1 h, and cooled to room temperature. The yellow solution evaporated to dryness. Small amounts of anhydrous ether is added and hexane. The yellow solid is collected with hexane to give 188 mg (79% yield) MS (ESI) m/z 260.2 (M+1). 1H NMR (300 MHz, DMSO-d6) 1.346 (S, 9H), 4.178 (S, 3H... Product: NC=1C(=CC(=C(C1)N1C=C(C(C2=C(C(=C(C(=C12)C)NC)F)C)=O)C(=O)O)F)F (1-(5-Amino-2,4-difluorophenyl)-6-fluoro-5,8-dimethyl-7-methylamino-4-oxo-1,4-dihydroquinoline-3-carboxylic Acid). Starting materials: aqueous solution, CN (methylamine), NC=1C(=CC(=C(C1)N1C=C(C(C2=C(C(=C(C(=C12)C)F)F)C)=O)C(=O)O)F)F (1-(5-amino-2,4-difluorophenyl)-6,7-difluoro-5,8-dimethyl-4-oxo-1,4-dihydroquinoline-3-carboxylic acid). Reaction SMILES: [CH3:1][NH2:2].[NH2:3][C:4]1[C:5]([F:29])=[CH:6][C:7]([F:28])=[C:8]([N:10]2[C:19]3[C:14](=[C:15]([CH3:23])[C:16]([F:22])=[C:17](F)[C:18]=3[CH3:20])[C:13](=[O:24])[C:12]([C:25]([OH:27])=[O:26])=[CH:11]2)[CH:9]=1>N1C=CC=CC=1>[NH2:3][C:4]1[C:5]([F:29])=[CH:6][C:7]([F:28])=[C:8]([N:10]2[C:19]3[C:14](=[C:15]([CH3:23])[C:16]([F:22])=[C:17]([NH:2][CH3:1])[C:18]=3[CH3:20])[C:13](=[O:24])[C:12]([C:25]([OH:27])=[O:26])=[CH:11]2)[CH:9]=1. Reported procedure: Pyridine (300 mg) and a 40% aqueous solution (150 mg) of methylamine were added to 1-(5-amino-2,4-difluorophenyl)-6,7-difluoro-5,8-dimethyl-4-oxo-1,4-dihydroquinoline-3-carboxylic acid (110 mg), and the mixture was heated and stirred at 40° C. for 8 days. The solvent and the like were distilled off under reduced pressure, and ethanol (0.5 ml) was added to the residue. The mixture was left to stand for 3 days, and solids deposited were collected by filtration and washed with ethanol and diethyl e... Conditions: temperature 40 celsius, time 8 day. Solvent: N1=CC=CC=C1 (Pyridine). Reactants: CC(C)=CCn1c(N2CCN(C(=O)OC(C)(C)C)CC2)nc2c1c(=O)n(COC(=O)C(C)(C)C)c(=O)n2COC(=O)C(C)(C)C, CO, CCOC(C)=O, [H-], [Na+], C1CCOC1. Yields the product CC(C)=CCn1c(N2CCN(C(=O)OC(C)(C)C)CC2)nc2[nH]c(=O)n(COC(=O)C(C)(C)C)c(=O)c21. RXN SMILES: [C:1]([CH3:2])([CH3:3])([CH3:4])[O:5][C:6](=[O:7])[N:8]1[CH2:9][CH2:10][N:11]([c:14]2[n:15][c:16]3[n:17]([CH2:38][O:39][C:40](=[O:41])[C:42]([CH3:43])([CH3:44])[CH3:45])[c:18](=[O:37])[n:19]([CH2:29][O:30][C:31]([C:32]([CH3:33])([CH3:34])[CH3:35])=[O:36])[c:20](=[O:28])[c:21]3[n:22]2[CH2:23][CH:24]=[C:25]([CH3:26])[CH3:27])[CH2:12][CH2:13]1.[CH3:53][OH:54].[CH3:55][CH2:56][O:57][C:58](=[O:59])[CH3:60].[H-:46].[Na+:47].[O:48]1[CH2:49][CH2:50][CH2:51][CH2:52]1>>[C:1]([CH3:2])([CH3:3])([CH3:4])[O:5][C:6](=[O:7])[N:8]1[CH2:9][CH2:10][N:11]([c:14]2[n:15][c:16]3[nH:17][c:18](=[O:37])[n:19]([CH2:29][O:30][C:31]([C:32]([CH3:33])([CH3:34])[CH3:35])=[O:36])[c:20](=[O:28])[c:21]3[n:22]2[CH2:23][CH:24]=[C:25]([CH3:26])[CH3:27])[CH2:12][CH2:13]1. The solvent is ClCCl (dichloromethane). Product: N1=C(C=CC=C1)C1=NN=C(S1)CO ((5-(pyridin-2-yl)-1,3,4-thiadiazol-2-yl)methanol). Reaction SMILES: C([O:8][CH2:9][C:10]1[S:11][C:12]([C:15]2[CH:20]=[CH:19][CH:18]=[CH:17][N:16]=2)=[N:13][N:14]=1)C1C=CC=CC=1.BrB(Br)Br>ClCCl>[N:16]1[CH:17]=[CH:18][CH:19]=[CH:20][C:15]=1[C:12]1[S:11][C:10]([CH2:9][OH:8])=[N:14][N:13]=1. Isolated yield 49.7%. Procedure details: The compound prepared in Example 147 (0.295 g) was dissolved in dichloromethane (7 mL) and cooled to 0° C. Tribromoborane (0.3 mL) was added slowly and the reaction was allowed to warm and then was stirred overnight. The reaction was quenched with ethyl acetate/sodium hydrogen carbonate aqueous solution and the organic phase was washed with brine, dried over magnesium sulfate and filtered. The solution was concentrated and purified by column chromatography using an eluant of 5% methanol/dichloro... Starting materials: C(C1=CC=CC=C1)OCC=1SC(=NN1)C1=NC=CC=C1 (2-(benzyloxymethyl)-5-(pyridin-2-yl)-1,3,4-thiadiazole), BrB(Br)Br (Tribromoborane). Conditions: temperature 0 celsius, time 8 hour. RXN SMILES: [C:1]([C:3]1[CH:8]=[CH:7][C:6]([CH2:9][CH2:10][N:11]([CH2:17][S:18]([C:21]2[CH:26]=[CH:25][CH:24]=[C:23]([Cl:27])[C:22]=2[Cl:28])(=[O:20])=[O:19])[CH:12]2[CH2:16][CH2:15][CH2:14][CH2:13]2)=[CH:5][CH:4]=1)#[N:2].CNC=[O:32].[S].[CH2:34]([NH2:37])[CH2:35]N>>[Cl:28][C:22]1[C:23]([Cl:27])=[CH:24][CH:25]=[CH:26][C:21]=1[S:18]([CH2:17][NH:11][CH:12]1[CH2:13][CH2:14][CH2:15][CH2:16]1)(=[O:19])=[O:20].[NH:37]1[CH2:34][CH2:35][N:2]=[C:1]1[C:3]1[CH:4]=[CH:5][C:6]([CH2:9][CH2:10][N:11]([CH3:12])[CH:17]=[O:32])=[CH:7][CH:8]=1 |f:0.1,4.5,^3:32|. Yields the product ClC1=C(C=CC=C1Cl)S(=O)(=O)CNC1CCCC1.N1C(=NCC1)C1=CC=C(C=C1)CCN(C=O)C (3-[(2,3-dichlorobenzenesulphonyl)methylamino]cyclopentane N-{2-[4-(4,5-dihydro-1H-imidazol-2-yl)phenyl]ethyl}-N-methylcarboxamide). Procedure details: Analogously to 13b), 3-[(2,3-dichlorobenzenesulphonyl)methylamino]cyclopentane-N-{2-[4-(4,5-dihydro-1H-imidazol-2-yl)phenyl]ethyl}-N-methylcarboxamide was prepared from 0.185 g (0.374 mmol) of N-[2-(4-cyanophenyl)ethyl]-3-[(2,3-dichlorobenzenesulphonyl)methylamino]cyclopentane-N-methylcarboxamide, 6.0 mg (0.187 mmol) of sulphur and 1 ml of ethylenediamine. Reactants: C(#N)C1=CC=C(C=C1)CCN(C1CCCC1)CS(=O)(=O)C1=C(C(=CC=C1)Cl)Cl.CNC=O (N-[2-(4-cyanophenyl)ethyl]-3-[(2,3-dichlorobenzenesulphonyl)methylamino]cyclopentane N-methylcarboxamide), [S] (sulphur), C(CN)N (ethylenediamine). The reactants are C(N)(OC(C)(C)C)=O (tert-butyl carbamate), FC(C(=O)C(F)(F)F)(F)F (hexafluoroacetone). The solvent is ClCCl (dichloromethane). Yields the product C(C)(C)(C)OC(=O)NC(C(F)(F)F)(C(F)(F)F)O (2-tert-butoxycarbonylamino-2-hydroxy-1,1,1,3,3,3-hexafluoropropane). RXN SMILES: [C:1](=[O:8])([O:3][C:4]([CH3:7])([CH3:6])[CH3:5])[NH2:2].[F:9][C:10]([F:18])([F:17])[C:11]([C:13]([F:16])([F:15])[F:14])=[O:12]>ClCCl>[C:4]([O:3][C:1]([NH:2][C:11]([OH:12])([C:13]([F:16])([F:15])[F:14])[C:10]([F:18])([F:17])[F:9])=[O:8])([CH3:7])([CH3:6])[CH3:5]. Procedure details: The 2-tert-butoxy-4,4-bis(trifluoromethyl)-1,3-oxazabuta-1 ,3-diene of formula II can be obtained by the method described by Steglich et al., Chemische Berichte 107:1488 (1974). The starting materials are tert-butyl carbamate ((CH3)3C—O—CO—NH2) and anhydrous hexafluoroacetone, which are initially reacted, for example, in a solvent such as dichloromethane at room temperature, to give 2-tert-butoxycarbonylamino-2-hydroxy-1,1,1,3,3,3-hexafluoropropane. This intermediate is then converted, for examp...